From a dataset of the Open Reaction Database (ORD), a public repository of structured organic reaction records. describe an organic reaction: reactants, conditions, products, and yield Reactants: CC(C)(C)OC(=O)N1CCCC1COc1cncc(Br)c1, c1ccc2c(c1)CNC2, CC(C)(C)[O-], Cc1ccccc1, [Na+], O=C(C=Cc1ccccc1)C=Cc1ccccc1, O=C(C=Cc1ccccc1)C=Cc1ccccc1, O=C(C=Cc1ccccc1)C=Cc1ccccc1, [Pd], [Pd], CC1(C)c2cccc(P(c3ccccc3)c3ccccc3)c2Oc2c(P(c3ccccc3)c3ccccc3)cccc21. The product is CC(C)(C)OC(=O)N1CCCC1COc1cncc(N2Cc3ccccc3C2)c1. RXN SMILES: [Br:1][c:2]1[cH:3][n:4][cH:5][c:6]([O:8][CH2:9][CH:10]2[N:11]([C:15](=[O:16])[O:17][C:18]([CH3:19])([CH3:20])[CH3:21])[CH2:12][CH2:13][CH2:14]2)[cH:7]1.[CH2:22]1[NH:23][CH2:24][c:25]2[cH:26][cH:27][cH:28][cH:29][c:30]21.[CH3:31][C:32]([CH3:33])([O-:34])[CH3:35].[CH3:79][c:80]1[cH:81][cH:82][cH:83][cH:84][cH:85]1.[Na+:36].[O:106]=[C:107]([CH:108]=[CH:109][c:110]1[cH:111][cH:112][cH:113][cH:114][cH:115]1)[CH:116]=[CH:117][c:118]1[cH:119][cH:120][cH:121][cH:122][cH:123]1.[O:124]=[C:125]([CH:126]=[CH:127][c:128]1[cH:129][cH:130][cH:131][cH:132][cH:133]1)[CH:134]=[CH:135][c:136]1[cH:137][cH:138][cH:139][cH:140][cH:141]1.[O:88]=[C:89]([CH:90]=[CH:91][c:92]1[cH:93][cH:94][cH:95][cH:96][cH:97]1)[CH:98]=[CH:99][c:100]1[cH:101][cH:102][cH:103][cH:104][cH:105]1.[Pd:86].[Pd:87].[c:37]1([P:38]([c:39]2[cH:40][cH:41][cH:42][cH:43][cH:44]2)[c:45]2[c:46]3[c:70]([cH:71][cH:72][cH:73]2)[C:67]([CH3:68])([CH3:69])[c:49]2[c:48]([c:53]([P:54]([c:55]4[cH:56][cH:57][cH:58][cH:59][cH:60]4)[c:61]4[cH:62][cH:63][cH:64][cH:65][cH:66]4)[cH:52][cH:51][cH:50]2)[O:47]3)[cH:74][cH:75][cH:76][cH:77][cH:78]1>>[c:2]1([N:23]2[CH2:22][c:30]3[c:25]([cH:26][cH:27][cH:28][cH:29]3)[CH2:24]2)[cH:3][n:4][cH:5][c:6]([O:8][CH2:9][CH:10]2[N:11]([C:15](=[O:16])[O:17][C:18]([CH3:19])([CH3:20])[CH3:21])[CH2:12][CH2:13][CH2:14]2)[cH:7]1. The reactants are CN, CO, COC(=O)C(NC(=O)c1ccc(F)cc1C(F)(F)F)C(O)CSc1cccc(F)c1. Product: CNC(=O)C(NC(=O)c1ccc(F)cc1C(F)(F)F)C(O)CSc1cccc(F)c1. RXN SMILES: [CH3:31][NH2:32].[CH3:33][OH:34].[F:1][c:2]1[cH:3][c:4]([S:8][CH2:9][CH:10]([CH:11]([C:12](=[O:13])[O:14][CH3:15])[NH:16][C:17]([c:18]2[c:19]([C:25]([F:26])([F:27])[F:28])[cH:20][c:21]([F:24])[cH:22][cH:23]2)=[O:29])[OH:30])[cH:5][cH:6][cH:7]1>>[F:1][c:2]1[cH:3][c:4]([S:8][CH2:9][CH:10]([CH:11]([C:12](=[O:13])[NH:32][CH3:31])[NH:16][C:17]([c:18]2[c:19]([C:25]([F:26])([F:27])[F:28])[cH:20][c:21]([F:24])[cH:22][cH:23]2)=[O:29])[OH:30])[cH:5][cH:6][cH:7]1. Starting materials: Organometallic, FC(C(C(C(C(C(C(F)(F)F)(F)F)(F)F)(F)F)(F)F)(F)F)([Cu])F (perfluoro-n-heptyl copper), C(C#C)Br (propargyl bromide). Product: FC(C(C(C(C(C(C(F)(F)F)(F)F)(F)F)(F)F)(F)F)(F)F)(C=C=C)F (1-(perfluoro-n-heptyl)-1,2-propadiene). Yield: 10.0%. RXN SMILES: [F:1][C:2]([F:23])([Cu])[C:3]([F:21])([F:20])[C:4]([F:19])([F:18])[C:5]([F:17])([F:16])[C:6]([F:15])([F:14])[C:7]([F:13])([F:12])[C:8]([F:11])([F:10])[F:9].[CH2:24](Br)[C:25]#[CH:26]>>[F:1][C:2]([F:23])([CH:24]=[C:25]=[CH2:26])[C:3]([F:21])([F:20])[C:4]([F:19])([F:18])[C:5]([F:17])([F:16])[C:6]([F:15])([F:14])[C:7]([F:13])([F:12])[C:8]([F:11])([F:10])[F:9]. Procedure: L. Coe and N. E. Milner, Journal of Organometallic Chemistry, 70, 147(1974) disclosed the reaction of perfluoro-n-heptyl copper with propargyl bromide at 110° C. to be an extremely violent exothermic reaction that afforded, after a difficult workup that included a minor explosion, a 10% yield of 1-(perfluoro-n-heptyl)-1,2-propadiene. There is no disclosure nor suggestion relating to a means of performing said conversion in a safe, controllable, reproducible, high-yield manner. Reactants: CCCCCC(=O)O, [Cl-], NC(=O)C(c1ccccc1)c1ccccc1. The product is CCCCCC(=O)NC(=O)C(c1ccccc1)c1ccccc1. Reaction SMILES: [CH2:18]([CH2:19][CH2:20][CH2:21][CH3:22])[C:23](=[O:24])[OH:25].[Cl-:17].[c:1]1([CH:7]([C:8](=[O:9])[NH2:10])[c:11]2[cH:12][cH:13][cH:14][cH:15][cH:16]2)[cH:2][cH:3][cH:4][cH:5][cH:6]1>>[c:1]1([CH:7]([C:8](=[O:9])[NH:10][C:23]([CH2:18][CH2:19][CH2:20][CH2:21][CH3:22])=[O:24])[c:11]2[cH:12][cH:13][cH:14][cH:15][cH:16]2)[cH:2][cH:3][cH:4][cH:5][cH:6]1.